describe an organic reaction: reactants, conditions, products, and yield From a dataset of the Open Reaction Database (ORD), a public repository of structured organic reaction records. Starting materials: BrCc1ccccc1, O=C([O-])[O-], CC(C)=O, [K+], [K+], O=Cc1ccc(I)c(O)c1. Product: O=Cc1ccc(I)c(OCc2ccccc2)c1. As a reaction SMILES: [Br:11][CH2:12][c:13]1[cH:14][cH:15][cH:16][cH:17][cH:18]1.[C:19](=[O:20])([O-:21])[O-:22].[CH3:25][C:26](=[O:27])[CH3:28].[K+:23].[K+:24].[OH:1][c:2]1[cH:3][c:4]([CH:5]=[O:6])[cH:7][cH:8][c:9]1[I:10]>>[O:1]([c:2]1[cH:3][c:4]([CH:5]=[O:6])[cH:7][cH:8][c:9]1[I:10])[CH2:12][c:13]1[cH:14][cH:15][cH:16][cH:17][cH:18]1. The reactants are C([O-])(O)=O.[Na+] (sodium bicarbonate), O=C1CCC2(CCN(CC2)C(=O)OCC2=CC=CC=C2)CC1 (Benzyl 9-oxo-3-azaspiro[5.5]undecane-3-carboxylate), C(C)(=O)O[BH-](OC(C)=O)OC(C)=O.[Na+] (sodium triacetoxyborohydride), C(C)(=O)[O-].[NH4+] (ammonium acetate). The solvent is CO (methanol), C(Cl)Cl (methylene chloride). Reaction conditions: time 10 minute. Yields the product NC1CCC2(CCN(CC2)C(=O)OCC2=CC=CC=C2)CC1 (benzyl 9-amino-3-azaspiro[5.5]undecane-3-carboxylate). The yield is 110.5%. Reaction SMILES: O=[C:2]1[CH2:22][CH2:21][C:5]2([CH2:10][CH2:9][N:8]([C:11]([O:13][CH2:14][C:15]3[CH:20]=[CH:19][CH:18]=[CH:17][CH:16]=3)=[O:12])[CH2:7][CH2:6]2)[CH2:4][CH2:3]1.C([O-])(=O)C.[NH4+:27].C(O[BH-](OC(=O)C)OC(=O)C)(=O)C.[Na+].C(=O)(O)[O-].[Na+]>CO.C(Cl)Cl>[NH2:27][CH:2]1[CH2:22][CH2:21][C:5]2([CH2:10][CH2:9][N:8]([C:11]([O:13][CH2:14][C:15]3[CH:20]=[CH:19][CH:18]=[CH:17][CH:16]=3)=[O:12])[CH2:7][CH2:6]2)[CH2:4][CH2:3]1 |f:1.2,3.4,5.6|. Reported procedure: Benzyl 9-oxo-3-azaspiro[5.5]undecane-3-carboxylate (230 mg) was dissolved in methanol (4.5 mL) and methylene chloride (1.5 mL), and ammonium acetate (1.47 g) was added thereto, followed by stirring at room temperature for 10 minutes. Subsequently, sodium triacetoxyborohydride (323 mg) was added thereto, followed by stirring at room temperature overnight. To the reaction solution was added saturated aqueous sodium bicarbonate, followed by extraction with chloroform. The organic layer was washed w... Starting materials: [Cl-].[Na+] (Sodium chloride), O1CC(CC1)CN ([(3-tetrahydrofuryl)methyl]amine), [Cl-].[Na+] (sodium chloride), Cl (hydrochloric acid), CNC(OC)=N[N+](=O)[O-] (N,O-dimethyl-N′-nitroisourea). Run in O (water), O (water), O (Water), C(C)#N (acetonitrile), O (water). Run at time 4 hour. Yields the product CNC(=N[N+](=O)[O-])NCC1COCC1 (1-methyl-2-nitro-3-[(3-tetrahydrofuryl)methyl]guanidine). RXN SMILES: [O:1]1[CH2:5][CH2:4][CH:3]([CH2:6][NH2:7])[CH2:2]1.[Cl-].[Na+].[CH3:10][NH:11][C:12](=[N:15][N+:16]([O-:18])=[O:17])OC.Cl>O.C(#N)C>[CH3:10][NH:11][C:12]([NH:7][CH2:6][CH:3]1[CH2:4][CH2:5][O:1][CH2:2]1)=[N:15][N+:16]([O-:18])=[O:17] |f:1.2|. Procedure details: [(3-tetrahydrofuryl)methyl]amine (38.0 g, 0.38 mole), 31.3 g of sodium chloride and 125.0 g of water were mixed, and the resulting mixture was cooled to −10 degree centigrade. N,O-dimethyl-N′-nitroisourea (49.2 g, 0.37 mole) was introduced into the above solution. Sodium chloride was dissolved in water with 76% of the saturated solubility at a water temperature of −10 degree centigrade. The suspension was stirred at −10 degree centigrade for 4 hours and then heated to 10 degree centigrade, and f...